This data is from the Open Reaction Database (ORD), a public repository of structured organic reaction records. The task is: describe an organic reaction: reactants, conditions, products, and yield Starting materials: C([O-])([O-])=O.[K+].[K+] (Potassium carbonate), ClCC1=CC=C(C=C1)OC (1-(chloromethyl)-4-methoxybenzene), BrC1=CC(=C(C=C1)O)C(F)(F)F (4-bromo-2-(trifluoromethyl)phenol), CN1C(CCC1)=O (N-methyl pyrrolidone). Solvent: O (water). Conditions: temperature 90 celsius, time 3 hour. Product: BrC1=CC(=C(C=C1)OCC1=CC=C(C=C1)OC)C(F)(F)F (4-bromo-1-[(4-methoxybenzyl)oxy]-2-(trifluoromethyl)benzene). RXN SMILES: C(=O)([O-])[O-].[K+].[K+].Cl[CH2:8][C:9]1[CH:14]=[CH:13][C:12]([O:15][CH3:16])=[CH:11][CH:10]=1.[Br:17][C:18]1[CH:23]=[CH:22][C:21]([OH:24])=[C:20]([C:25]([F:28])([F:27])[F:26])[CH:19]=1.CN1CCCC1=O>O>[Br:17][C:18]1[CH:23]=[CH:22][C:21]([O:24][CH2:8][C:9]2[CH:14]=[CH:13][C:12]([O:15][CH3:16])=[CH:11][CH:10]=2)=[C:20]([C:25]([F:26])([F:27])[F:28])[CH:19]=1 |f:0.1.2|. Reported procedure: Potassium carbonate (25.8 g) and 1-(chloromethyl)-4-methoxybenzene (14.4 mL) were added to a mixture of 4-bromo-2-(trifluoromethyl)phenol (15 g) and N-methyl pyrrolidone (100 mL) at room temperature, and the mixture was stirred at 90° C. for 3 hours. After the reaction mixture was cooled to room temperature, water was added thereto, then extraction thereof was performed using EtOAc, and the extract was washed with water. The organic layer was dried over MgSO4 and filtered, and the filtrate was c...